Task: describe an organic reaction: reactants, conditions, products, and yield. Dataset: the Open Reaction Database (ORD), a public repository of structured organic reaction records The reactants are CC(C)(C)C1CCC(CC1)=O (4-(1,1-dimethylethyl)cyclohexanone), C(#N)NC(=N)N (cyanoguanidine). Run in C(C)OCCOCCO (2-(2-ethoxyethoxy)ethanol). Conditions: temperature 160 celsius, time 18 hour. Product: NC1=NC=2CCC(CC2C(=N1)N)C(C)(C)C (2,4-DIAMINO-6-(1,1-DIMETHYLETHYL)-5,6,7,8-TETRAHYDROQUINAZOLINE). Reaction SMILES: [CH3:1][C:2]([CH:5]1[CH2:10][CH2:9][C:8](=O)[CH2:7][CH2:6]1)([CH3:4])[CH3:3].[C:12]([NH:14][C:15]([NH2:17])=[NH:16])#[N:13]>C(OCCOCCO)C>[NH2:17][C:15]1[N:14]=[C:12]([NH2:13])[C:9]2[CH2:10][CH:5]([C:2]([CH3:4])([CH3:3])[CH3:1])[CH2:6][CH2:7][C:8]=2[N:16]=1. Procedure details: A reaction vessel equipped with a Dean Stark trap was charged with 11.8 grams (0.075 mole) of 4-(1,1-dimethylethyl)cyclohexanone and 4.2 grams (0.050 mole) of cyanoguanidine in 20 mL of 2-(2-ethoxyethoxy)ethanol. The mixture was heated incrementally at 80° C., 100° C., 140° C. and 160° C., the latter where it was stirred for about 18 hours. The reaction mixture was then cooled to ambient temperature, where it solidified. The reaction mixture was triturated with 30 mL of diethyl ether, and the re... Reaction SMILES: [CH2:1]([NH2:5])[CH2:2][CH2:3][NH2:4].[N:6]1[CH:11]=[CH:10][CH:9]=[CH:8][CH:7]=1>>[N:6]1[CH:11]=[CH:10][CH:9]=[CH:8][C:7]=1[NH:4][CH2:3][CH2:2][CH2:1][NH2:5]. Yield: 76.0%. Starting materials: C(CCN)N (propane-1,3-diamine), N1=CC=CC=C1 (pyridine). Product: N1=C(C=CC=C1)NCCCN (N-(pyridin-2-yl)propane-1,3-diamine). Procedure: To a solution of propane-1,3-diamine (310 ml, 3.63 mol) in dry pyridine (75 ml) kept under an atmosphere of nitrogen 2-bromopyridine (70 ml, 0.73 mol) was added. The reaction mixture was heated at reflux for 18 h, cooled and the volatiles evaporated in vacuo. To the residue was added tetrahydrofuran (1 l) and the precipitate was filtered off and washed with tetrahydrofuran (0.5 l). The solvent was evaporated in vacuo and the residue purified by distillation at 95-97° C. and 2×10-2 mbar affording... Reactants: S1N=CC(=C1)CC(=O)OC (methyl 2-(isothiazol-4-yl)acetate), N(=O)OCCC(C)C (isopentyl nitrite), [Na] (sodium). The solvent is CO (methanol), CO (methanol). Product: ON=C(C(=O)OC)C=1C=NSC1 (methyl 2-hydroxyimino-2-(isothiazol-4-yl)acetate). Yield: 61.0%. RXN SMILES: [Na].[S:2]1[CH:6]=[C:5]([CH2:7][C:8]([O:10][CH3:11])=[O:9])[CH:4]=[N:3]1.[N:12](OCCC(C)C)=[O:13]>CO>[OH:13][N:12]=[C:7]([C:5]1[CH:4]=[N:3][S:2][CH:6]=1)[C:8]([O:10][CH3:11])=[O:9] |^1:0|. Procedure: A solution of sodium (1.01 g.) in absolute methanol (10 ml.) was dropwise added over 15 minutes with stirring and ice-cooling to a solution of methyl 2-(isothiazol-4-yl)acetate (6.30 g.) and isopentyl nitrite (10.6 g.) in absolute methanol (63 ml.). The mixture was stirred for 30 minutes at the same temperature and for 3 hours at ambient temperature. The reaction mixture was concentrated and the residue was poured into a mixture of ethyl acetate (50 ml.) and water (50 ml.) The aqueous layer was ... Reactants: N1(CCNCC1)C1=CC=C(C=C1)O (4-Piperazinyl phenol), C1CCOC1 (THF), C(C1=CC=CC=C1)OC(=O)Cl (Benzylchloroformate), C(C)(C)N(CC)C(C)C (diisopropylethylamine). Solvent: CCOC(=O)C (EtOAc). Conditions: temperature 0 celsius, time 8 hour. The product is EtOAc hexanes, C(C1=CC=CC=C1)OC(=O)N1CCN(CC1)C1=C(C=CC=C1)O ((N-Benzyloxycarbonyl-4-piperazinyl)phenol). Yield: 40.0%. Reaction SMILES: [N:1]1([C:7]2[CH:12]=[CH:11][C:10](O)=[CH:9][CH:8]=2)[CH2:6][CH2:5][NH:4][CH2:3][CH2:2]1.C(N(C(C)C)CC)(C)C.[CH2:23]([O:30][C:31](Cl)=[O:32])[C:24]1[CH:29]=[CH:28][CH:27]=[CH:26][CH:25]=1.C1C[O:37]CC1>CCOC(C)=O>[CH2:23]([O:30][C:31]([N:4]1[CH2:5][CH2:6][N:1]([C:7]2[CH:12]=[CH:11][CH:10]=[CH:9][C:8]=2[OH:37])[CH2:2][CH2:3]1)=[O:32])[C:24]1[CH:29]=[CH:28][CH:27]=[CH:26][CH:25]=1. Procedure details: 4-Piperazinyl phenol (Schweizerhall, 5 g, 30.5 mmol) was dissolved in THF (150 mL), treated with diisopropylethylamine (12.2 mL, 70.0 mmol), and cooled to 0° C. Benzylchloroformate (4.4 mL, 30.5 mmol) was added and the reaction was allowed to warm to room temperature and stir overnight. The solution was diluted with EtOAc, washed with water and brine, dried over MgSO4, filtered and evaporated to give a brown oil. Column chromatography (SiO2, 40% EtOAc/hexanes) gave 28-2 as a white solid. Rf (40%...